describe an organic reaction: reactants, conditions, products, and yield From a dataset of the Open Reaction Database (ORD), a public repository of structured organic reaction records. Reactants: COc1ccc(COCc2cncc(Br)c2)cc1, COC(C)(C)C, [Li]CCCC, CON(C)C(C)=O, O. Product: COc1ccc(COCc2cncc(C(C)=O)c2)cc1. RXN SMILES: [Br:1][c:2]1[cH:3][n:4][cH:5][c:6]([CH2:8][O:9][CH2:10][c:11]2[cH:12][cH:13][c:14]([O:17][CH3:18])[cH:15][cH:16]2)[cH:7]1.[C:31]([O:32][CH3:33])([CH3:34])([CH3:35])[CH3:36].[CH3:19][CH2:20][CH2:21][CH2:22][Li:23].[CH3:24][O:25][N:26]([C:27]([CH3:28])=[O:29])[CH3:30].[OH2:37]>>[c:2]1([C:27]([CH3:28])=[O:29])[cH:3][n:4][cH:5][c:6]([CH2:8][O:9][CH2:10][c:11]2[cH:12][cH:13][c:14]([O:17][CH3:18])[cH:15][cH:16]2)[cH:7]1. Starting materials: CCOC(C)=O, CC#N, CS(=O)(=O)c1ccc(OC2CCCC2)c(C(=O)O)c1, Clc1ccc2nc(N3CCNCC3)ccc2c1, Cl. Product: CS(=O)(=O)c1ccc(OC2CCCC2)c(C(=O)N2CCN(c3ccc4cc(Cl)ccc4n3)CC2)c1. As a reaction SMILES: [CH3:38][CH2:39][O:40][C:41](=[O:42])[CH3:43].[CH3:44][C:45]#[N:46].[CH:19]1([O:24][c:25]2[c:26]([C:27](=[O:28])[OH:29])[cH:30][c:31]([S:34](=[O:35])(=[O:36])[CH3:37])[cH:32][cH:33]2)[CH2:20][CH2:21][CH2:22][CH2:23]1.[Cl:2][c:3]1[cH:4][c:5]2[cH:6][cH:7][c:8]([N:13]3[CH2:14][CH2:15][NH:16][CH2:17][CH2:18]3)[n:9][c:10]2[cH:11][cH:12]1.[ClH:1]>>[Cl:2][c:3]1[cH:4][c:5]2[cH:6][cH:7][c:8]([N:13]3[CH2:14][CH2:15][N:16]([C:27]([c:26]4[c:25]([O:24][CH:19]5[CH2:20][CH2:21][CH2:22][CH2:23]5)[cH:33][cH:32][c:31]([S:34](=[O:35])(=[O:36])[CH3:37])[cH:30]4)=[O:28])[CH2:17][CH2:18]3)[n:9][c:10]2[cH:11][cH:12]1. Conditions: temperature 110 celsius. The reactants are C(C)(=O)N(C(C1=CC=C(C=C1)OCCCCCCCCCCCCCC)=O)CC=1C=NC=CC1 (N-Acetyl-N-(3-pyridinylmethyl)-4-(tetradecyloxy)benzamide), CI (methyl iodide). Procedure details: A mixture of 0.281 g of product from Example 27 and 1.88 ml of methyl iodide is heated in a sealed tube at 110° C. for 20 hours. The cooled solution is concentrated in vacuo and the residue recrystallized from methyl alcohol to give 0.367 g of the desired product as cream crystals. The product is [I-].C(C)(=O)N(C(C1=CC=C(C=C1)OCCCCCCCCCCCCCC)=O)CC=1C=[N+](C=CC1)C (3-[[Acetyl[4-(tetradecyloxy)benzoyl]amino]methyl]-1-methylpyridinium iodide). As a reaction SMILES: [C:1]([N:4]([CH2:28][C:29]1[CH:30]=[N:31][CH:32]=[CH:33][CH:34]=1)[C:5](=[O:27])[C:6]1[CH:11]=[CH:10][C:9]([O:12][CH2:13][CH2:14][CH2:15][CH2:16][CH2:17][CH2:18][CH2:19][CH2:20][CH2:21][CH2:22][CH2:23][CH2:24][CH2:25][CH3:26])=[CH:8][CH:7]=1)(=[O:3])[CH3:2].[CH3:35][I:36]>>[I-:36].[C:1]([N:4]([CH2:28][C:29]1[CH:30]=[N+:31]([CH3:35])[CH:32]=[CH:33][CH:34]=1)[C:5](=[O:27])[C:6]1[CH:7]=[CH:8][C:9]([O:12][CH2:13][CH2:14][CH2:15][CH2:16][CH2:17][CH2:18][CH2:19][CH2:20][CH2:21][CH2:22][CH2:23][CH2:24][CH2:25][CH3:26])=[CH:10][CH:11]=1)(=[O:3])[CH3:2] |f:2.3|. The reactants are N(C1=CC=CC=C1)C1=C(C(=O)O)C=C(C(=C1)C(=O)O)NC1=CC=CC=C1 (2,5-dianilinoterephthalic acid), polyphosphoric acid, O=P12OP3(=O)OP(=O)(O1)OP(=O)(O2)O3 (P2O5). Reaction conditions: temperature 125 celsius. Product: C1=CC=C2C(=C1)C(=O)C3=CC4=C(C=C3N2)C(=O)C5=CC=CC=C5N4 (quinacridone). RXN SMILES: [NH:1]([C:8]1[CH:16]=[C:15]([C:17](O)=[O:18])[C:14]([NH:20][C:21]2[CH:26]=[CH:25][CH:24]=[CH:23][CH:22]=2)=[CH:13][C:9]=1[C:10](O)=[O:11])[C:2]1[CH:7]=[CH:6][CH:5]=[CH:4][CH:3]=1.O=P12OP3(OP(OP(O3)(O1)=O)(=O)O2)=O>>[CH:24]1[CH:25]=[C:26]2[C:17]([C:15]3[C:14]([NH:20][C:21]2=[CH:22][CH:23]=1)=[CH:13][C:9]1[C:10]([C:7]2[C:2]([NH:1][C:8]=1[CH:16]=3)=[CH:3][CH:4]=[CH:5][CH:6]=2)=[O:11])=[O:18]. Reported procedure: Ring closure: 100 g of 2,5-dianilinoterephthalic acid were introduced with stirring at 80°-90° C. into 400 g of polyphosphoric acid, containing 115-119% P2O5, and the mixture was heated at 125° C. for 1 hour, during which time ring closure occurred to form the corresponding quinacridone.